This data is from the Open Reaction Database (ORD), a public repository of structured organic reaction records. The task is: describe an organic reaction: reactants, conditions, products, and yield As a reaction SMILES: [C:24].[CH3:26][OH:27].[ClH:1].[ClH:21].[H:22][H:23].[Pd:25].[c:2]1([C:8](=[C:9]2[CH2:10][CH2:11][NH:12][CH2:13][CH2:14]2)[c:15]2[cH:16][cH:17][cH:18][cH:19][cH:20]2)[cH:3][cH:4][cH:5][cH:6][cH:7]1>>[ClH:1].[c:2]1([CH:8]([CH:9]2[CH2:10][CH2:11][NH:12][CH2:13][CH2:14]2)[c:15]2[cH:16][cH:17][cH:18][cH:19][cH:20]2)[cH:3][cH:4][cH:5][cH:6][cH:7]1. Reactants: C, CO, Cl, Cl, [H][H], [Pd], c1ccc(C(=C2CCNCC2)c2ccccc2)cc1. Yields the product Cl, c1ccc(C(c2ccccc2)C2CCNCC2)cc1. Reactants: N1=C(N=CC=C1)CC(=O)O (pyrimidin-2-yl-acetic acid), C(C1=CC=CC=C1)[C@H]1CN(CCN1)C1=CC(=C(C=C1)OC)OC1CCC1 (3(S)-benzyl-1-(3-cyclobutoxy-4-methoxy-phenyl)-piperazine), C(C1=CC=CC=C1)[C@H]1CN(CCN1)C1=CC(=C(C=C1)OC)OC1CCC1 (3(S)-benzyl-1-(3-cyclobutoxy-4-methoxy-phenyl)-piperazine). The product is C(C1=CC=CC=C1)[C@@H]1N(CCN(C1)C1=CC(=C(C=C1)OC)OC1CCC1)C(CC1=NC=CC=N1)=O ((S)-1-(2-benzyl-4-(3-cyclobutoxy-4-methoxyphenyl)piperazin-1-yl)-2-(pyrimidin-2-yl)ethanone). As a reaction SMILES: [N:1]1[CH:6]=[CH:5][CH:4]=[N:3][C:2]=1[CH2:7][C:8]([OH:10])=O.[CH2:11]([C@@H:18]1[NH:23][CH2:22][CH2:21][N:20]([C:24]2[CH:29]=[CH:28][C:27]([O:30][CH3:31])=[C:26]([O:32][CH:33]3[CH2:36][CH2:35][CH2:34]3)[CH:25]=2)[CH2:19]1)[C:12]1[CH:17]=[CH:16][CH:15]=[CH:14][CH:13]=1>>[CH2:11]([C@H:18]1[CH2:19][N:20]([C:24]2[CH:29]=[CH:28][C:27]([O:30][CH3:31])=[C:26]([O:32][CH:33]3[CH2:36][CH2:35][CH2:34]3)[CH:25]=2)[CH2:21][CH2:22][N:23]1[C:8](=[O:10])[CH2:7][C:2]1[N:1]=[CH:6][CH:5]=[CH:4][N:3]=1)[C:12]1[CH:13]=[CH:14][CH:15]=[CH:16][CH:17]=1. Procedure details: Prepared by the method outlined for Example 189 using pyrimidin-2-yl-acetic acid and 3(S)-benzyl-1-(3-cyclobutoxy-4-methoxy-phenyl)-piperazine (Example 7, Compound 95) as starting materials. Product as an oil. LC/MS (Method B) 2.51 min, [M+1]+ 473. Potency class A.